The task is: describe an organic reaction: reactants, conditions, products, and yield. This data is from the Open Reaction Database (ORD), a public repository of structured organic reaction records. The reactants are CS(C)=O, CCC(C)O, Cc1cc(CC(=O)O)cnc1Cl, OB(O)c1ccnc(F)c1, [K+], [K+], [K+], CC(=O)[O-], CC(=O)[O-], O=P([O-])([O-])[O-], [Pd+2]. Product: Cc1cc(CC(=O)O)cnc1-c1ccnc(F)c1. As a reaction SMILES: [CH3:31][S:32]([CH3:33])=[O:34].[CH3:35][CH:36]([OH:37])[CH2:38][CH3:39].[Cl:1][c:2]1[c:3]([CH3:12])[cH:4][c:5]([CH2:8][C:9](=[O:10])[OH:11])[cH:6][n:7]1.[F:13][c:14]1[n:15][cH:16][cH:17][c:18]([B:20]([OH:21])[OH:22])[cH:19]1.[K+:28].[K+:29].[K+:30].[O-:41][C:42]([CH3:43])=[O:44].[O-:45][C:46]([CH3:47])=[O:48].[P:23]([O-:24])([O-:25])([O-:26])=[O:27].[Pd+2:40]>>[c:2]1(-[c:18]2[cH:17][cH:16][n:15][c:14]([F:13])[cH:19]2)[c:3]([CH3:12])[cH:4][c:5]([CH2:8][C:9](=[O:10])[OH:11])[cH:6][n:7]1. Reactants: COC(=O)CNC(=O)c1ccc(-c2ccccc2)cc1, Cl, [Na+], [OH-]. Product: O=C(O)CNC(=O)c1ccc(-c2ccccc2)cc1. RXN SMILES: [CH3:1][O:2][C:3]([CH2:4][NH:5][C:6](=[O:7])[c:8]1[cH:9][cH:10][c:11](-[c:14]2[cH:15][cH:16][cH:17][cH:18][cH:19]2)[cH:12][cH:13]1)=[O:20].[ClH:23].[Na+:22].[OH-:21]>>[O:2]=[C:3]([CH2:4][NH:5][C:6](=[O:7])[c:8]1[cH:9][cH:10][c:11](-[c:14]2[cH:15][cH:16][cH:17][cH:18][cH:19]2)[cH:12][cH:13]1)[OH:20]. Reactants: CN1NCC(C2=C(C1=O)C=NC(=N2)N2CCN(CC2)CC2=CC=CC=C2)C (6,9-dimethyl-2-(4-benzylpiperazino)-5-oxo-5,6,7,8-tetrahydro(9H)pyrimido[4,5-e]diazepine). The reagents and catalysts are [Pd] (Pd-C). The solvent is C(C)O (ethanol). Conditions: time 2 hour. Product: CN1NCC(C2=C(C1=O)C=NC(=N2)N2CCNCC2)C (6,9-Dimethyl-2-piperazino-5-oxo-5,6,7,8-tetrahydro(9H)pyrimido[4,5-e]diazepine). Isolated yield 65.8%. Reaction SMILES: [CH3:1][N:2]1[C:8](=[O:9])[C:7]2[CH:10]=[N:11][C:12]([N:14]3[CH2:19][CH2:18][N:17](CC4C=CC=CC=4)[CH2:16][CH2:15]3)=[N:13][C:6]=2[CH:5]([CH3:27])[CH2:4][NH:3]1>C(O)C.[Pd]>[CH3:1][N:2]1[C:8](=[O:9])[C:7]2[CH:10]=[N:11][C:12]([N:14]3[CH2:15][CH2:16][NH:17][CH2:18][CH2:19]3)=[N:13][C:6]=2[CH:5]([CH3:27])[CH2:4][NH:3]1. Procedure details: Dissolved in 10 ml of ethanol was 0.2 g (0.55 mmol) of 6,9-dimethyl-2-(4-benzylpiperazino)-5-oxo-5,6,7,8-tetrahydro(9H)pyrimido[4,5-e]diazepine, followed by an addition of 20 mg of 10% Pd-C. Under reflux, the reactant was hydrogenated at atmospheric pressure for 2 hours. After cooling the reaction mixture to room temperature, the catalyst was filtered off and the filtrate was concentrated under reduced pressure. The residue was purified by column chromatography to obtain 0.1 g of the intended pr... Reactants: [N+](=O)([O-])C1=CC=C(CC2CCCCC(N2)=O)C=C1 (7-(4-nitrobenzyl)perhydroazepin-2-one). Reagents/catalysts: [Pt].[H][H] (platinum hydrogen). Solvent: C(C)O (ethyl alcohol). Product: NC1=CC=C(CC2NCCCCC2)C=C1 (2-(4aminobenzyl)perhydroazepine). Reaction SMILES: [N+:1]([C:4]1[CH:18]=[CH:17][C:7]([CH2:8][CH:9]2[NH:15][C:14](=O)[CH2:13][CH2:12][CH2:11][CH2:10]2)=[CH:6][CH:5]=1)([O-])=O>C(O)C.[Pt].[H][H]>[NH2:1][C:4]1[CH:18]=[CH:17][C:7]([CH2:8][CH:9]2[CH2:10][CH2:11][CH2:12][CH2:13][CH2:14][NH:15]2)=[CH:6][CH:5]=1 |f:2.3|. Procedure details: Hydrogenate 3.72 of 7-(4-nitrobenzyl)perhydroazepin-2-one in 50 mls of ethyl alcohol with platinum/hydrogen. After the absorption of hydrogen has ceased, filter off the catalyst and concentrate the filtrate. Dissolve the thus obtained 7-(4-aminobenzyl)-perhydroazepin-2-one in tetrahydrofuran. Add 680 mg of lithium aluminum hydride and boil the mixture under reflux. After cooling, treat it with ice-water and extract it with diethyl Dry the organic phase over sodium sulphate and concentrate it to ... Reactants: C(=O)(O)[O-].[Na+] (NaHCO3), Cl.FC(C=1NC2=CC=C(C=C2C1)CN)(F)F ({[2-(trifluoromethyl)-1H-indol-5-yl]methyl}amine hydrochloride), Cl.FC(C=1NC2=CC=C(C=C2C1)CN)(F)F ({[2-(trifluoromethyl)-1H-indol-5-yl]methyl}amine hydrochloride), BrC1=CC=C(C=N1)C(=O)O (6-bromo-3-pyridinecarboxylic acid), C(CCl)Cl (EDC), C=1C=CC2=C(C1)N=NN2O (HOBT), CCN(C(C)C)C(C)C (DIPEA). Solvent: C(Cl)Cl (DCM). Reaction conditions: time 18 hour. The product is BrC1=CC=C(C=N1)C(=O)NCC=1C=C2C=C(NC2=CC1)C(F)(F)F (6-bromo-N-{[2-(Trifluoromethyl)-1H-indol-5-yl]methyl}-3-pyridinecarboxamide). Isolated yield 3.4%. As a reaction SMILES: Cl.[F:2][C:3]([F:16])([F:15])[C:4]1[NH:5][C:6]2[C:11]([CH:12]=1)=[CH:10][C:9]([CH2:13][NH2:14])=[CH:8][CH:7]=2.[Br:17][C:18]1[N:23]=[CH:22][C:21]([C:24](O)=[O:25])=[CH:20][CH:19]=1.C(Cl)CCl.C1C=CC2N(O)N=NC=2C=1.CCN(C(C)C)C(C)C.C([O-])(O)=O.[Na+]>C(Cl)Cl>[Br:17][C:18]1[N:23]=[CH:22][C:21]([C:24]([NH:14][CH2:13][C:9]2[CH:10]=[C:11]3[C:6](=[CH:7][CH:8]=2)[NH:5][C:4]([C:3]([F:2])([F:15])[F:16])=[CH:12]3)=[O:25])=[CH:20][CH:19]=1 |f:0.1,6.7|. Procedure: A mixture of {[2-(trifluoromethyl)-1H-indol-5-yl]methyl}amine hydrochloride (Intermediate 5, 1 g, 3.99 mmol), 6-bromo-3-pyridinecarboxylic acid (Matrix Scientific; 0.887 g, 4.39 mmol), EDC (0.841 g, 4.39 mmol), HOBT (0.672 g, 4.39 mmol) and DIPEA (2.8 ml, 16.03 mmol) in DCM (50 ml) was stirred at room temperature for 18 hrs. The mixture was stirred well with saturated aqueous NaHCO3 solution, the organics separated and the aqueous further extracted (EtOAC×3). The combined organics were dried (Ph...